Dataset: the Open Reaction Database (ORD), a public repository of structured organic reaction records. Task: describe an organic reaction: reactants, conditions, products, and yield As a reaction SMILES: [C:25](=[O:26])([O-:27])[O-:28].[CH3:12][O:13][C:14](=[O:15])[c:16]1[cH:17][cH:18][c:19]([B:22]([OH:23])[OH:24])[cH:20][cH:21]1.[CH3:31][O:32][CH2:33][CH2:34][O:35][CH3:36].[Cs+:29].[Cs+:30].[I:1][c:2]1[cH:3][c:4]([C:5](=[O:6])[OH:7])[cH:8][cH:9][c:10]1[CH3:11].[cH:37]1[cH:38][cH:39][c:40]([P:41]([Pd:42]([P:43]([c:44]2[cH:45][cH:46][cH:47][cH:48][cH:49]2)([c:50]2[cH:51][cH:52][cH:53][cH:54][cH:55]2)[c:56]2[cH:57][cH:58][cH:59][cH:60][cH:61]2)([P:62]([c:63]2[cH:64][cH:65][cH:66][cH:67][cH:68]2)([c:69]2[cH:70][cH:71][cH:72][cH:73][cH:74]2)[c:75]2[cH:76][cH:77][cH:78][cH:79][cH:80]2)[P:81]([c:82]2[cH:83][cH:84][cH:85][cH:86][cH:87]2)([c:88]2[cH:89][cH:90][cH:91][cH:92][cH:93]2)[c:94]2[cH:95][cH:96][cH:97][cH:98][cH:99]2)([c:100]2[cH:101][cH:102][cH:103][cH:104][cH:105]2)[c:106]2[cH:107][cH:108][cH:109][cH:110][cH:111]2)[cH:112][cH:113]1>>[c:2]1(-[c:19]2[cH:18][cH:17][c:16]([C:14]([O:13][CH3:12])=[O:15])[cH:21][cH:20]2)[cH:3][c:4]([C:5](=[O:6])[OH:7])[cH:8][cH:9][c:10]1[CH3:11]. The reactants are O=C([O-])[O-], COC(=O)c1ccc(B(O)O)cc1, COCCOC, [Cs+], [Cs+], Cc1ccc(C(=O)O)cc1I, c1ccc(P(c2ccccc2)(c2ccccc2)[Pd](P(c2ccccc2)(c2ccccc2)c2ccccc2)(P(c2ccccc2)(c2ccccc2)c2ccccc2)P(c2ccccc2)(c2ccccc2)c2ccccc2)cc1. Product: COC(=O)c1ccc(-c2cc(C(=O)O)ccc2C)cc1.